From a dataset of the Open Reaction Database (ORD), a public repository of structured organic reaction records. describe an organic reaction: reactants, conditions, products, and yield Reactants: C1CCOC1, [Li+], [OH-], O, CCOC(=O)CC(Cc1nc(C(=O)NCCCCNc2ccccn2)co1)c1ccccc1. Product: O=C(O)CC(Cc1nc(C(=O)NCCCCNc2ccccn2)co1)c1ccccc1. RXN SMILES: [CH2:36]1[O:37][CH2:38][CH2:39][CH2:40]1.[Li+:35].[OH-:34].[OH2:41].[c:1]1([CH:7]([CH2:8][C:9](=[O:10])[O:11][CH2:12][CH3:13])[CH2:14][c:15]2[o:16][cH:17][c:18]([C:20](=[O:21])[NH:22][CH2:23][CH2:24][CH2:25][CH2:26][NH:27][c:28]3[n:29][cH:30][cH:31][cH:32][cH:33]3)[n:19]2)[cH:2][cH:3][cH:4][cH:5][cH:6]1>>[c:1]1([CH:7]([CH2:8][C:9](=[O:10])[OH:11])[CH2:14][c:15]2[o:16][cH:17][c:18]([C:20](=[O:21])[NH:22][CH2:23][CH2:24][CH2:25][CH2:26][NH:27][c:28]3[n:29][cH:30][cH:31][cH:32][cH:33]3)[n:19]2)[cH:2][cH:3][cH:4][cH:5][cH:6]1. The reactants are [C]=O (carbon monoxide), C(CCC)O (n-butanol), C(=O)OCCCC (n-butyl formate), [H][H] (hydrogen), N(=O)OCCCC (n-butyl nitrite). The reagents and catalysts are [Pd] (palladium-on-alumina). Product: C(C(=O)OCCCC)(=O)OCCCC (di-n-butyl oxalate). RXN SMILES: [C]=O.[H][H].N([O:7][CH2:8][CH2:9][CH2:10][CH3:11])=O.[CH:12]([O:14][CH2:15][CH2:16][CH2:17][CH3:18])=[O:13].[CH2:19]([OH:23])CCC>[Pd]>[C:12]([O:14][CH2:15][CH2:16][CH2:17][CH3:18])(=[O:13])[C:19]([O:7][CH2:8][CH2:9][CH2:10][CH3:11])=[O:23] |^3:0|. Procedure details: In a tubular reactor, there was packed 10 ml. of a 0.5 wt.% palladium-on-alumina catalyst (manufactured by Nippon Engerhard Co., Ltd.), followed by introduction of a gaseous mixture consisting of 30.5% by volume of carbon monoxide, 2.6% by volume of hydrogen, 1.8% by volume of n-butyl nitrite and 65.1% by volume of nitrogen at a rate of 37.4 l. per hour to subject the gaseous mixture to reaction at a reaction temperature of 120° C. under ambient pressure. According to a gas-chromatographic analy... The reactants are CC1(C)C(C(=O)c2cn(CCN3CCOCC3)c3ccc(OCc4ccccc4)cc23)C1(C)C, CCO. Product: CC1(C)C(C(=O)c2cn(CCN3CCOCC3)c3ccc(O)cc23)C1(C)C. RXN SMILES: [CH2:1]([c:2]1[cH:3][cH:4][cH:5][cH:6][cH:7]1)[O:8][c:9]1[cH:10][c:11]2[c:12]([C:26](=[O:27])[CH:28]3[C:29]([CH3:33])([CH3:34])[C:30]3([CH3:31])[CH3:32])[cH:13][n:14]([CH2:18][CH2:19][N:20]3[CH2:21][CH2:22][O:23][CH2:24][CH2:25]3)[c:15]2[cH:16][cH:17]1.[CH3:35][CH2:36][OH:37]>>[OH:8][c:9]1[cH:10][c:11]2[c:12]([C:26](=[O:27])[CH:28]3[C:29]([CH3:33])([CH3:34])[C:30]3([CH3:31])[CH3:32])[cH:13][n:14]([CH2:18][CH2:19][N:20]3[CH2:21][CH2:22][O:23][CH2:24][CH2:25]3)[c:15]2[cH:16][cH:17]1. Yields the product Cl.ClC=1C=CC2=C(N=C(O2)C2=CC(=C(C=C2)C2=NC=CC=C2)OC)C1 (5-chloro-2-(3-methoxy-4-pyridin-2-yl phenyl)-1,3-benzoxazole hydrochloride). Starting materials: ClC=1C=CC2=C(N=C(O2)C2=CC(=C(C=C2)C2=NC=CC=C2)OC)C1 (5-Chloro-2-(3-methoxy-4-pyridin-2-ylphenyl)-1,3-benzoxazole), Cl (HCl). As a reaction SMILES: [Cl:1][C:2]1[CH:3]=[CH:4][C:5]2[O:9][C:8]([C:10]3[CH:15]=[CH:14][C:13]([C:16]4[CH:21]=[CH:20][CH:19]=[CH:18][N:17]=4)=[C:12]([O:22][CH3:23])[CH:11]=3)=[N:7][C:6]=2[CH:24]=1.Cl>ClCCl.C(OCC)C>[ClH:1].[Cl:1][C:2]1[CH:3]=[CH:4][C:5]2[O:9][C:8]([C:10]3[CH:15]=[CH:14][C:13]([C:16]4[CH:21]=[CH:20][CH:19]=[CH:18][N:17]=4)=[C:12]([O:22][CH3:23])[CH:11]=3)=[N:7][C:6]=2[CH:24]=1 |f:4.5|. Run in ClCCl (dichloromethane), C(C)OCC (diethyl ether). Reaction conditions: time 30 minute. Procedure: 5-Chloro-2-(3-methoxy-4-pyridin-2-ylphenyl)-1,3-benzoxazole (26 mg) was stirred in dichloromethane. 1.0M HCl in diethyl ether (0.95 mL) was added and allowed reaction mixture to stir for 30 minutes. Concentration of reaction mixture in vacuo gave the desired compound, 5-chloro-2-(3-methoxy-4-pyridin-2-yl phenyl)-1,3-benzoxazole hydrochloride, as a pink solid. 1H NMR (CD3OD, 300 MHz) δ 8.88–7.46 (m, 10H), 4.11 (s, 3H). MS (ESI) 337 (M+H)+. Reactants: C(C1=CC=CC=C1)(=O)ON1CCN(CC1)C(=O)OC(C)(C)C (1-benzoyloxy-4-[1,1-dimethylethoxycarbonyl]piperazine), C[O-].[Na+] (sodium methoxide), C9H18N2O3, O (H2O). Solvent: methanol-ether, CO (methanol). Conditions: time 2 hour. The product is ON1CCN(CC1)C(=O)OC(C)(C)C (1-hydroxy-4-(1,1-dimethylethoxycarbonyl) piperazine). RXN SMILES: C([O:9][N:10]1[CH2:15][CH2:14][N:13]([C:16]([O:18][C:19]([CH3:22])([CH3:21])[CH3:20])=[O:17])[CH2:12][CH2:11]1)(=O)C1C=CC=CC=1.C[O-].[Na+].O>CO>[OH:9][N:10]1[CH2:11][CH2:12][N:13]([C:16]([O:18][C:19]([CH3:22])([CH3:21])[CH3:20])=[O:17])[CH2:14][CH2:15]1 |f:1.2|. Procedure details: A solution of 3.8 g (0.012 mole) 1-benzoyloxy-4-[1,1-dimethylethoxycarbonyl]piperazine in 25 ml methanol-ether (1:1) was added dropwise to a stirred suspension of 0.95 g (0.017 mole) sodium methoxide in 25 ml methanol at room temperature. The mixture was stirred for 2 hours, treated with 50 ml H2O, and evaporated in vacuo. The residue was thoroughly extracted with ether and the extracts were dried (MgSO4), filtered, diluted with hexane, and evaporated to a lower volume to yield 1.9 white, crysta... Starting materials: NC=1C=C(OC2=C3C(=NC=C2)NC(N3)=O)C=CC1 (7-(3-aminophenoxy)-1H-imidazo[4,5-b]pyridin-2(3H)-one), FC(C=1C=C(C(=S)Cl)C=CC1)(F)F (3-trifluoromethylthio-benzoyl chloride). Yields the product O=C1NC=2C(=NC=CC2OC=2C=C(C=CC2)NC(C2=CC(=CC=C2)C(F)(F)F)=S)N1 (N-(3-(2-oxo-2,3-dihydro-1H-imidazo[4,5-b]pyridin-7-yloxy)phenyl)-3-trifluoromethylthio-benzamide). Yield: 17.0%. Reaction SMILES: [NH2:1][C:2]1[CH:3]=[C:4]([CH:16]=[CH:17][CH:18]=1)[O:5][C:6]1[CH:11]=[CH:10][N:9]=[C:8]2[NH:12][C:13](=[O:15])[NH:14][C:7]=12.[F:19][C:20]([F:31])([F:30])[C:21]1[CH:22]=[C:23]([CH:27]=[CH:28][CH:29]=1)[C:24](Cl)=[S:25]>>[O:15]=[C:13]1[NH:12][C:8]2=[N:9][CH:10]=[CH:11][C:6]([O:5][C:4]3[CH:3]=[C:2]([NH:1][C:24](=[S:25])[C:23]4[CH:27]=[CH:28][CH:29]=[C:21]([C:20]([F:19])([F:30])[F:31])[CH:22]=4)[CH:18]=[CH:17][CH:16]=3)=[C:7]2[NH:14]1. Procedure: Method H was used with 7-(3-aminophenoxy)-1H-imidazo[4,5-b]pyridin-2(3H)-one and 3-trifluoromethylthio-benzoyl chloride to afford the title compound (16 mg, 17.0%). 1H-NMR (δ, ppm, DMSO-d6): 6.49 (d, 1H, HPy,5, J=5.9 Hz), 6.93 (ddd, 1H, Harom, J=0.6 Hz, J=2.4 Hz, J=8.2 Hz), 7.44 (t, 1H, Harom, J=8.2 Hz), 7.62 (t, 1H, Harom, J=2.1 Hz), 7.66 (dd, 1H, Harom, J=1.1 Hz, J=8.2 Hz), 7.71 (t, 1H, Harom, J=7.8 Hz), 7.81 (d, 1H, HPy,6, J=5.9 Hz), 7.94 (d, 1H, Harom, J=7.8 Hz), 8.16 (m, 1H, Harom), 8.26 (s...